This data is from the Open Reaction Database (ORD), a public repository of structured organic reaction records. The task is: describe an organic reaction: reactants, conditions, products, and yield Reactants: C(C1=CC=CC=C1)N1CC2=C(N=C(N=C2N2C[C@@H](N(C[C@H]2C)C(=O)OC(C)(C)C)C)C2=C(C=CC=C2C)C)CC1 (racemic tert-butyl 4-(6-benzyl-2-(2,6-dimethylphenyl)-5,6,7,8-tetrahydropyrido[4,3-d]pyrimidin-4-yl)-(trans)-2,5-dimethylpiperazine-1-carboxylate), C(C)(=O)O (acetic acid). The reagents and catalysts are [OH-].[OH-].[Pd+2] (Pd(OH)2 on carbon). Run in C1CCOC1 (THF), O (water). Run at time 1 hour. The product is CC1=C(C(=CC=C1)C)C=1N=C(C2=C(N1)CCNC2)N2C[C@@H](N(C[C@H]2C)C(=O)OC(C)(C)C)C (racemic tert-butyl 4-(2-(2,6-dimethylphenyl)-5,6,7,8-tetrahydropyrido[4,3-d]pyrimidin-4-yl)-(trans)-2,5-dimethylpiperazine-1-carboxylate). As a reaction SMILES: C([N:8]1[CH2:40][CH2:39][C:11]2[N:12]=[C:13]([C:31]3[C:36]([CH3:37])=[CH:35][CH:34]=[CH:33][C:32]=3[CH3:38])[N:14]=[C:15]([N:16]3[C@H:21]([CH3:22])[CH2:20][N:19]([C:23]([O:25][C:26]([CH3:29])([CH3:28])[CH3:27])=[O:24])[C@@H:18]([CH3:30])[CH2:17]3)[C:10]=2[CH2:9]1)C1C=CC=CC=1.C(O)(=O)C>C1COCC1.O.[OH-].[OH-].[Pd+2]>[CH3:38][C:32]1[CH:33]=[CH:34][CH:35]=[C:36]([CH3:37])[C:31]=1[C:13]1[N:14]=[C:15]([N:16]2[C@H:21]([CH3:22])[CH2:20][N:19]([C:23]([O:25][C:26]([CH3:27])([CH3:29])[CH3:28])=[O:24])[C@@H:18]([CH3:30])[CH2:17]2)[C:10]2[CH2:9][NH:8][CH2:40][CH2:39][C:11]=2[N:12]=1 |f:4.5.6|. Procedure details: To a solution of racemic tert-butyl 4-(6-benzyl-2-(2,6-dimethylphenyl)-5,6,7,8-tetrahydropyrido[4,3-d]pyrimidin-4-yl)-(trans)-2,5-dimethylpiperazine-1-carboxylate (0.43 g, 0.794 mmol) in THF (9 mL) and water (3 mL) was added acetic acid (227 μL, 3.97 mmol) and 20% Pd(OH)2 on carbon (50% wet) (0.167 g, 0.238 mmol). The flask was evacuated and purged with hydrogen gas and then placed under a hydrogen atmosphere. After stirring at rt for 1 h the mixture was filtered over Celite®, and the Celite® pa... Reactants: C(C)OC(=O)C1=CC(=NO1)C1=CC=C(C=C1)N (3-(4-amino-phenyl)-isoxazol-5-carboxylic acid ethyl ester), C(C)OC(=O)C1=CC(=NO1)C1=CC(=CC=C1)[N+](=O)[O-] (3-(3-nitro-phenyl)-isoxazole-5-carboxylic acid ethyl ester). Product: C(C)OC(=O)C1=CC(=NO1)C1=CC(=CC=C1)N (3-(3-Amino-phenyl)-isoxazole-5-carboxylic acid ethyl ester). RXN SMILES: C(OC(C1ON=C(C2C=CC(N)=CC=2)C=1)=O)C.[CH2:18]([O:20][C:21]([C:23]1[O:27][N:26]=[C:25]([C:28]2[CH:33]=[CH:32][CH:31]=[C:30]([N+:34]([O-])=O)[CH:29]=2)[CH:24]=1)=[O:22])[CH3:19]>>[CH2:18]([O:20][C:21]([C:23]1[O:27][N:26]=[C:25]([C:28]2[CH:33]=[CH:32][CH:31]=[C:30]([NH2:34])[CH:29]=2)[CH:24]=1)=[O:22])[CH3:19]. Reported procedure: The title compound was prepared according to the procedure as set forth in Example 1 for the preparation of 3-(4-amino-phenyl)-isoxazol-5-carboxylic acid ethyl ester, except that 3-(3-nitro-phenyl)-isoxazole-5-carboxylic acid ethyl ester was used in place of 3-(4-nitro-phenyl)-isoxazole-5-carboxylic acid ethyl ester. The crude product was purified by flash chromatography with 15% EtOAc in light petroleum. Mass (ES+), 233 (M++1), 255 (M++Na); IR (KBr): 3460, 3369, 1727, 1615, 1431; 1H NMR (CDCl3)... The reactants are C([O-])([O-])=O.[Na+].[Na+] (Sodium carbonate), tetrakistriphenylphosphine palladium(0), BrC1=CC=CC(=N1)N1[C@@H](C(=O)OC)CCC1 (Methyl 1-(6-bromopyridin-2-yl)-D-prolinate), COC1=C(C=C(C=C1)B(O)O)C1C=2C(CC(CC2OC=2CC(CC(C12)=O)(C)C)(C)C)=O ([4-Methoxy-3-(3,3,6,6-tetramethyl-1,8-dioxo-2,3,4,5,6,7,8,9-octahydro-1H-xanthen-9-yl)phenyl]boronic acid), O (water). Solvent: C(C)(=O)OCC (ethyl acetate), C(OC)COC.O (dimethoxyethane water). Reaction conditions: temperature 80 celsius, time 4 hour. Yields the product COC1=C(C=C(C=C1)C1=CC=CC(=N1)N1[C@@H](C(=O)OC)CCC1)C1C=2C(CC(CC2OC=2CC(CC(C12)=O)(C)C)(C)C)=O (Methyl 1-{6-[4-methoxy-3-(3,3,6,6-tetramethyl-1,8-dioxo-2,3,4,5,6,7,8,9-octahydro-1H-xanthen-9-yl)phenyl]pyridin-2-yl}-D-prolinate). Yield: 43.5%. RXN SMILES: C(=O)([O-])[O-].[Na+].[Na+].Br[C:8]1[N:13]=[C:12]([N:14]2[CH2:22][CH2:21][CH2:20][C@@H:15]2[C:16]([O:18][CH3:19])=[O:17])[CH:11]=[CH:10][CH:9]=1.[CH3:23][O:24][C:25]1[CH:30]=[CH:29][C:28](B(O)O)=[CH:27][C:26]=1[CH:34]1[C:47]2[C:46](=[O:48])[CH2:45][C:44]([CH3:50])([CH3:49])[CH2:43][C:42]=2[O:41][C:40]2[CH2:39][C:38]([CH3:52])([CH3:51])[CH2:37][C:36](=[O:53])[C:35]1=2.O>C(COC)OC.O.C(OCC)(=O)C>[CH3:23][O:24][C:25]1[CH:30]=[CH:29][C:28]([C:8]2[N:13]=[C:12]([N:14]3[CH2:22][CH2:21][CH2:20][C@@H:15]3[C:16]([O:18][CH3:19])=[O:17])[CH:11]=[CH:10][CH:9]=2)=[CH:27][C:26]=1[CH:34]1[C:35]2[C:36](=[O:53])[CH2:37][C:38]([CH3:51])([CH3:52])[CH2:39][C:40]=2[O:41][C:42]2[CH2:43][C:44]([CH3:50])([CH3:49])[CH2:45][C:46](=[O:48])[C:47]1=2 |f:0.1.2,6.7|. Procedure details: Sodium carbonate (238 mg, 2.24 mmol) and tetrakistriphenylphosphine palladium(0) (86.3 mg, 74.7μμmol) were added to a solution of the methyl 1-(6-bromopyridin-2-yl)-D-prolinate (213 mg, 747 μmol) obtained in Example 15-1 and the [4-methoxy-3-(3,3,6,6-tetramethyl-1,8-dioxo-2,3,4,5,6,7,8,9-octahydro-1H-xanthen-9-yl)phenyl]boronic acid (317 mg, 747 μmol) obtained in Example 1-1 in dimethoxyethane/water (3:1, v/v) (4 mL) at room temperature. The mixture thus obtained was stirred at 80° C. for 4 hour... The reactants are FC(C(=O)O)(F)F.N[C@@H](C(=O)N1CCC(CC1)C#N)C(C)(C)C (1-((R)-2-amino-3,3-dimethyl-butyryl)-piperidine-4-carbonitrile trifluoroacetate), C(C)N1N=CC(=C1)B1OC(C)(C)C(C)(C)O1 (1-ethyl-1H-pyrazole-4-boronic acid pinacol ester), Cl.N[C@@H](C(=O)N1CCCC1)C(C)(C)C ((R)-2-amino-3,3-dimethyl-1-pyrrolidin-1-yl-butan-1-one hydrochloride), C(=O)(OC(C)(C)C)N1N=CC(=C1)B1OC(C)(C)C(C)(C)O1 (1-Boc-pyrazole-4-boronic acid pinacol ester). Reaction SMILES: F[C:2](F)(F)[C:3]([OH:5])=O.[NH2:8][C@H:9]([C:20]([CH3:23])([CH3:22])[CH3:21])[C:10]([N:12]1[CH2:17][CH2:16][CH:15]([C:18]#[N:19])[CH2:14][CH2:13]1)=[O:11].Cl.[NH2:25][C@H:26]([C:34]([CH3:37])([CH3:36])C)[C:27]([N:29]1[CH2:33][CH2:32]CC1)=O.C([N:45]1[CH:49]=C(B2OC(C)(C)C(C)(C)O2)C=N1)(OC(C)(C)C)=O.C([N:61]1C=C(B2OC(C)(C)C(C)(C)O2)C=[N:62]1)C>>[C:18]([CH:15]1[CH2:14][CH2:13][N:12]([C:10]([C@H:9]([NH:8][C:3]([C:2]2[C:32]3[C:33](=[N:29][CH:27]=[C:26]([C:34]4[CH:36]=[N:61][NH:62][CH:37]=4)[N:25]=3)[NH:45][CH:49]=2)=[O:5])[C:20]([CH3:23])([CH3:22])[CH3:21])=[O:11])[CH2:17][CH2:16]1)#[N:19] |f:0.1,2.3|. The product is C(#N)C1CCN(CC1)C(=O)[C@@H](C(C)(C)C)NC(=O)C1=CNC2=NC=C(N=C21)C=2C=NNC2 (2-(1H-Pyrazol-4-yl)-5H-pyrrolo[2,3-b]pyrazine-7-carboxylic acid [(R)-1-(4-cyano-piperidine-1-carbonyl)-2,2-dimethyl-propyl]-amide). Procedure details: Prepared according to the procedure outlined in Example 2 substituting 1-((R)-2-amino-3,3-dimethyl-butyryl)-piperidine-4-carbonitrile trifluoroacetate for (R)-2-amino-3,3-dimethyl-1-pyrrolidin-1-yl-butan-1-one hydrochloride in Step 1 and 1-Boc-pyrazole-4-boronic acid pinacol ester for 1-ethyl-1H-pyrazole-4-boronic acid pinacol ester in Step 2. MS: (M+H)+=435.